This data is from the Open Reaction Database (ORD), a public repository of structured organic reaction records. The task is: describe an organic reaction: reactants, conditions, products, and yield Reactants: BrC=1C=C(C=CC1)C1=NC(=CC(=N1)C(F)(F)F)C1=CC=C(C=C1)C(F)(F)F (2-(3-bromo-phenyl)-4-trifluoromethyl-6-(4-trifluoromethyl-phenyl)-pyrimidine), CS(=O)(=O)C=1C=C(C=CC1)B(O)O (3-methanesulfonyl-phenylboronic acid). Product: CS(=O)(=O)C=1C=C(C=CC1)C1=CC(=CC=C1)C1=NC(=CC(=N1)C(F)(F)F)C1=CC=C(C=C1)C(F)(F)F (2-(3′-Methanesulfonyl-biphenyl-3-yl)-4-trifluoromethyl-6-(4-trifluoromethyl-phenyl)-pyrimidine), solid. The yield is 86.0%. As a reaction SMILES: Br[C:2]1[CH:3]=[C:4]([C:8]2[N:13]=[C:12]([C:14]([F:17])([F:16])[F:15])[CH:11]=[C:10]([C:18]3[CH:23]=[CH:22][C:21]([C:24]([F:27])([F:26])[F:25])=[CH:20][CH:19]=3)[N:9]=2)[CH:5]=[CH:6][CH:7]=1.[CH3:28][S:29]([C:32]1[CH:33]=[C:34](B(O)O)[CH:35]=[CH:36][CH:37]=1)(=[O:31])=[O:30]>>[CH3:28][S:29]([C:32]1[CH:37]=[C:36]([C:2]2[CH:7]=[CH:6][CH:5]=[C:4]([C:8]3[N:13]=[C:12]([C:14]([F:15])([F:17])[F:16])[CH:11]=[C:10]([C:18]4[CH:19]=[CH:20][C:21]([C:24]([F:25])([F:27])[F:26])=[CH:22][CH:23]=4)[N:9]=3)[CH:3]=2)[CH:35]=[CH:34][CH:33]=1)(=[O:31])=[O:30]. Reported procedure: The title compound was prepared from 2-(3-bromo-phenyl)-4-trifluoromethyl-6-(4-trifluoromethyl-phenyl)-pyrimidine (example E.3) (0.45 g, 1.0 mmol) and commercially available 3-methanesulfonyl-phenylboronic acid (0.22 g, 1.1 mmol) according to the general procedure VI. Obtained as a white solid (0.45 g, 86%). MS (ISP) 523.0 [(M+H)+]; mp 183.5° C.